From a dataset of the Open Reaction Database (ORD), a public repository of structured organic reaction records. describe an organic reaction: reactants, conditions, products, and yield The reactants are NC1=C(C=C(C=C1)Cl)O (2-amino-5-chlorophenol), ClC1=C(C=CC(=C1)[N+](=O)[O-])F (2-chloro-1-fluoro-4-nitrobenzene), C([O-])([O-])=O.[K+].[K+] (potassium carbonate). Run in CN(C)C=O (DMF). Conditions: time 1 hour. The product is ClC1=CC(=C(N)C=C1)OC1=C(C=C(C=C1)[N+](=O)[O-])Cl (4-Chloro-2-(2-chloro-4-nitrophenoxy)aniline). RXN SMILES: [NH2:1][C:2]1[CH:7]=[CH:6][C:5]([Cl:8])=[CH:4][C:3]=1[OH:9].[Cl:10][C:11]1[CH:16]=[C:15]([N+:17]([O-:19])=[O:18])[CH:14]=[CH:13][C:12]=1F.C(=O)([O-])[O-].[K+].[K+]>CN(C=O)C>[Cl:8][C:5]1[CH:6]=[CH:7][C:2]([NH2:1])=[C:3]([O:9][C:12]2[CH:13]=[CH:14][C:15]([N+:17]([O-:19])=[O:18])=[CH:16][C:11]=2[Cl:10])[CH:4]=1 |f:2.3.4|. Reported procedure: A mixture of 2-amino-5-chlorophenol (11.0 g), 2-chloro-1-fluoro-4-nitrobenzene (1.5 g) and potassium carbonate (2.8 g) in dry DMF (20 ml) was stirred room temperature for 1 h then heated at 60° C. for 2 h. The mixture was partitioned between water/ethyl acetate, the organics separated, washed with water, dried and evaporated under reduced pressure. The residue was purified by chromatography on silica eluting with 10% ethylacetate/isohexane, yield 1.96 g.